This data is from the Open Reaction Database (ORD), a public repository of structured organic reaction records. The task is: describe an organic reaction: reactants, conditions, products, and yield Starting materials: [H-].[H-].[H-].[H-].[Li+].[Al+3] (LiAlH4), C(C1=CC=CC=C1)OC(=O)N1CC(CCC1)(C1=CC=CC=C1)N=[N+]=[N-] (rac-3-azido-3-phenyl-piperidine-1-carboxylic acid benzyl ester). The solvent is C1CCOC1 (THF), C1CCOC1 (THF). Reaction SMILES: [H-].[H-].[H-].[H-].[Li+].[Al+3].C(O[C:15]([N:17]1[CH2:22][CH2:21][CH2:20][C:19]([N:29]=[N+]=[N-])([C:23]2[CH:28]=[CH:27][CH:26]=[CH:25][CH:24]=2)[CH2:18]1)=O)C1C=CC=CC=1>C1COCC1>[CH3:15][N:17]1[CH2:22][CH2:21][CH2:20][C:19]([NH2:29])([C:23]2[CH:28]=[CH:27][CH:26]=[CH:25][CH:24]=2)[CH2:18]1 |f:0.1.2.3.4.5|. Conditions: temperature 65 celsius. Reported procedure: To a suspension of 126 mg (3.15 mmol) LiAlH4 in THF (2.7 ml) at temperature below 10° C. was added dropwise a solution of 530 mg (1.576 mmol) rac-3-azido-3-phenyl-piperidine-1-carboxylic acid benzyl ester in THF (5.3 ml). The ice bath was removed. The temperature rose to 35° C. The mixture was then heated in a 65° C. oil bath for 1 hour. The mixture was cooled to 0° C. Water (125 ul), NaOH 5N (125 ul) and finally water (0.375 ml) were added dropwise maintaining the temperature below 10° C. The m... The yield is 46.7%. Yields the product CN1CC(CCC1)(C1=CC=CC=C1)N (rac-1-Methyl-3-phenyl-piperidin-3-ylamine). The reactants are FC1=C(C=C(C#N)C=C1)C(F)(F)F (4-fluoro-3-(trifluoromethyl)benzonitrile), C[C@H]1NCCCC1 ((R)-(−)-2-methylpiperidine). Run in CCOC(=O)C (EtOAc), CS(=O)C (DMSO). Conditions: temperature 100 celsius. The product is C[C@H]1N(CCCC1)C1=C(C=C(C#N)C=C1)C(F)(F)F (4-[(2R)-2-methylpiperidin-1-yl]-3-(trifluoromethyl)benzonitrile). Reaction SMILES: F[C:2]1[CH:9]=[CH:8][C:5]([C:6]#[N:7])=[CH:4][C:3]=1[C:10]([F:13])([F:12])[F:11].[CH3:14][C@@H:15]1[CH2:20][CH2:19][CH2:18][CH2:17][NH:16]1>CS(C)=O.CCOC(C)=O>[CH3:14][C@@H:15]1[CH2:20][CH2:19][CH2:18][CH2:17][N:16]1[C:2]1[CH:9]=[CH:8][C:5]([C:6]#[N:7])=[CH:4][C:3]=1[C:10]([F:13])([F:12])[F:11]. Reported procedure: A mixture of 4-fluoro-3-(trifluoromethyl)benzonitrile (1.0 g, 5.29 mmol) and (R)-(−)-2-methylpiperidine (3.1 mL, 26.4 mmol) was prepared in DMSO (10 mL) and heated at 100° C. under nitrogen for 12 hours. The reaction mixture was diluted with EtOAc, and then washed with water, a saturated aqueous solutions of NaHCO3 and a saturated aqueous solution of NH4Cl. The organic layer was dried (MgSO4) and concentrated under vacuum to give the title compound as a yellow oil, which was used without further...